Task: describe an organic reaction: reactants, conditions, products, and yield. Dataset: the Open Reaction Database (ORD), a public repository of structured organic reaction records The reactants are ClCCl, CCC(NC(=O)C(CC(=O)N1CCOCC1)CS(=O)(=O)CC(C)C)C(O)c1noc(-c2ccccc2)n1. Yields the product CCC(NC(=O)C(CC(=O)N1CCOCC1)CS(=O)(=O)CC(C)C)C(=O)c1noc(-c2ccccc2)n1. Reaction SMILES: [CH2:38]([Cl:39])[Cl:40].[OH:1][CH:2]([CH:3]([CH2:4][CH3:5])[NH:6][C:7]([CH:8]([CH2:9][C:10](=[O:11])[N:12]1[CH2:13][CH2:14][O:15][CH2:16][CH2:17]1)[CH2:18][S:19](=[O:20])(=[O:21])[CH2:22][CH:23]([CH3:24])[CH3:25])=[O:26])[c:27]1[n:28][o:29][c:30](-[c:32]2[cH:33][cH:34][cH:35][cH:36][cH:37]2)[n:31]1>>[O:1]=[C:2]([CH:3]([CH2:4][CH3:5])[NH:6][C:7]([CH:8]([CH2:9][C:10](=[O:11])[N:12]1[CH2:13][CH2:14][O:15][CH2:16][CH2:17]1)[CH2:18][S:19](=[O:20])(=[O:21])[CH2:22][CH:23]([CH3:24])[CH3:25])=[O:26])[c:27]1[n:28][o:29][c:30](-[c:32]2[cH:33][cH:34][cH:35][cH:36][cH:37]2)[n:31]1. Reactants: BrCC1=CC=C(C(=O)NC2=C(C=CC(=C2)C=2SC=CC2)NC(OC(C)(C)C)=O)C=C1 (Tert-butyl [2-{[4-(bromomethyl)benzoyl]amino}-4-(2-thienyl)phenyl]carbamate), [H-].[Na+] (Sodium hydride), C(#N)CP(OCC)(OCC)=O (Diethyl cyanomethylphosphonate). Solvent: C1CCOC1 (THF), C(C)(=O)OCC (ethyl acetate), C1CCOC1 (THF). Conditions: temperature 0 celsius. Product: C(C)(C)(C)OC(=O)NC1=C(C=C(C=C1)C=1SC=CC1)NC(=O)C1=CC=C(C=C1)CC(C#N)P(OCC)(OCC)=O (Diethyl {2-[4-({[2-[(tert-butoxycarbonyl)amino]-5-(2-thienyl)phenyl]amino}carbonyl)phenyl]-1-cyanoethyl}phosphonate). Reaction SMILES: [C:1]([CH2:3][P:4](=[O:11])([O:8][CH2:9][CH3:10])[O:5][CH2:6][CH3:7])#[N:2].[H-].[Na+].Br[CH2:15][C:16]1[CH:43]=[CH:42][C:19]([C:20]([NH:22][C:23]2[CH:28]=[C:27]([C:29]3[S:30][CH:31]=[CH:32][CH:33]=3)[CH:26]=[CH:25][C:24]=2[NH:34][C:35](=[O:41])[O:36][C:37]([CH3:40])([CH3:39])[CH3:38])=[O:21])=[CH:18][CH:17]=1>C1COCC1.C(OCC)(=O)C>[C:37]([O:36][C:35]([NH:34][C:24]1[CH:25]=[CH:26][C:27]([C:29]2[S:30][CH:31]=[CH:32][CH:33]=2)=[CH:28][C:23]=1[NH:22][C:20]([C:19]1[CH:42]=[CH:43][C:16]([CH2:15][CH:3]([P:4](=[O:11])([O:8][CH2:9][CH3:10])[O:5][CH2:6][CH3:7])[C:1]#[N:2])=[CH:17][CH:18]=1)=[O:21])=[O:41])([CH3:40])([CH3:39])[CH3:38] |f:1.2|. Procedure details: Diethyl cyanomethylphosphonate (0.19 ml, 1.175 mmol) was dissolved in THF (7 ml). The solution was cooled to 0° C. Sodium hydride (0.0818 g, 2.045 mmol) was added to the reaction. The reaction was allowed to stir for several minutes. Tert-butyl [2-{[4-(bromomethyl)benzoyl]amino}-4-(2-thienyl)phenyl]carbamate (0.5047 g, 1.035 mmol) was added in a solution of THF. The reaction was allowed to slowly warm to room temperature and stir overnight. The reaction was diluted with ethyl acetate and quenche... Reactants: Brc1ccc(Br)nc1, CCOC(C)=O, CN(C)C=O, [Na], c1nc[nH]n1. Product: Brc1ccc(-n2cncn2)nc1. Reaction SMILES: [Br:1][c:2]1[n:3][cH:4][c:5]([Br:8])[cH:6][cH:7]1.[CH3:15][CH2:16][O:17][C:18](=[O:19])[CH3:20].[CH3:21][N:22]([CH3:23])[CH:24]=[O:25].[Na:9].[nH:10]1[n:11][cH:12][n:13][cH:14]1>>[c:2]1(-[n:10]2[n:11][cH:12][n:13][cH:14]2)[n:3][cH:4][c:5]([Br:8])[cH:6][cH:7]1. The reactants are Cl (hydrochloric acid), COC=1C=C(C=O)C(=CC1OC)Cl (3,4 dimethoxy-6-chlorobenzaldehyde), C(\C=C\C)(=O)OCC (ethyl crotonate), CC(C)([O-])C.[K+] (potassium tert.-butoxide). The solvent is CN1C(CCC1)=O (N-methylpyrrolidone). Yields the product COC=1C=C(C(=CC1OC)Cl)C=CC=CC(=O)O (5-(3,4-Dimethoxy-6-chlorophenyl)-2,4-pentadienoic acid). Reaction SMILES: [CH3:1][O:2][C:3]1[CH:4]=[C:5]([C:8]([Cl:13])=[CH:9][C:10]=1[O:11][CH3:12])[CH:6]=O.[C:14]([O:19]CC)(=[O:18])/[CH:15]=[CH:16]/[CH3:17].CC(C)([O-])C.[K+].Cl>CN1CCCC1=O>[CH3:1][O:2][C:3]1[CH:4]=[C:5]([CH:6]=[CH:17][CH:16]=[CH:15][C:14]([OH:19])=[O:18])[C:8]([Cl:13])=[CH:9][C:10]=1[O:11][CH3:12] |f:2.3|. Reported procedure: To a solution containing 10.0 g 3,4 dimethoxy-6-chlorobenzaldehyde and 8 ml of ethyl crotonate in 60 ml of N-methylpyrrolidone 6.0 g of potassium tert.-butoxide was added while stirring . The solution was stirred for 0.5 h more at 20° C. and poured then to a mixture of ice and hydrochloric acid. The solution was extracted with ether. The ether solution was washed with water and extracted with 2.5 N NaOH-solution. The aqueous phase was acidified with hydrochloric acid and the semisolid product wa... RXN SMILES: [NH2:1][C@@H:2]([CH2:17][C:18]1[CH:23]=[CH:22][CH:21]=[CH:20][CH:19]=1)[C@@H:3]([OH:16])[CH2:4][N:5]([CH2:14][CH3:15])[NH:6][C:7]([O:9]C(C)(C)C)=O.[CH3:24][CH:25]([CH3:31])[CH2:26][CH2:27]C(O)=O.[CH3:32][C:33]1[CH:34]=[C:35]([C:42]([N:44]([CH2:48][CH2:49][CH3:50])[CH2:45][CH2:46][CH3:47])=[O:43])[CH:36]=[C:37]([CH:41]=1)[C:38]([OH:40])=O>>[CH2:17]([C@H:2]([NH:1][C:38](=[O:40])[C:37]1[CH:41]=[C:33]([CH3:32])[CH:34]=[C:35]([C:42]([N:44]([CH2:48][CH2:49][CH3:50])[CH2:45][CH2:46][CH3:47])=[O:43])[CH:36]=1)[C@@H:3]([OH:16])[CH2:4][N:5]([CH2:14][CH3:15])[NH:6][C:7](=[O:9])[CH2:27][CH2:26][CH:25]([CH3:31])[CH3:24])[C:18]1[CH:19]=[CH:20][CH:21]=[CH:22][CH:23]=1. Reported procedure: Synthesized as described above from tert-butyl 2-((2S,3S)-3-amino-2-hydroxy-4-phenylbutyl)-2-ethylhydrazinecarboxylate, 4-methylpentanoic acid and 5-methyl-N,N-dipropyl-isophthalamic acid (WO 02/02512). MS (ESI+) for C33H50N4O4 m/z 567.3 (M+H)+. Reactants: N[C@H]([C@H](CN(NC(=O)OC(C)(C)C)CC)O)CC1=CC=CC=C1 (tert-butyl 2-((2S,3S)-3-amino-2-hydroxy-4-phenylbutyl)-2-ethylhydrazinecarboxylate), CC(CCC(=O)O)C (4-methylpentanoic acid), CC=1C=C(C=C(C(=O)O)C1)C(=O)N(CCC)CCC (5-methyl-N,N-dipropyl-isophthalamic acid). Product: C(C1=CC=CC=C1)[C@@H]([C@H](CN(NC(CCC(C)C)=O)CC)O)NC(C1=CC(C(=O)N(CCC)CCC)=CC(=C1)C)=O (N1-{(1S,2S)-1-benzyl-3-[1-ethyl-2-(4-methylpentanoyl)hydrazino]-2-hydroxypropyl}-5-methyl-N3,N3-dipropylisophthalamide). The reactants are C1(=CC=C(C=C1)S(=O)(=O)[O-])C.OC(COC1=C(OCC[S+](C)C)C=CC=C1)CO (2-{2-(2,3-dihydroxypropoxy)phenoxy}ethyldimethylsulfonium p-toluenesulfonate), C1(=C([N+](=O)[O-])C=C([N+](=O)[O-])C=C1[N+](=O)[O-])S(=O)(=O)[O-].[Na+] (sodium picrylsulfonate). The solvent is O (water), O (water). Yields the product C1(=C([N+](=O)[O-])C=C([N+](=O)[O-])C=C1[N+](=O)[O-])S(=O)(=O)[O-].OC(COC1=C(OCC[S+](C)C)C=CC=C1)CO (2-{2-(2,3-dihydroxypropoxy)phenoxy}ethyldimethylsulfonium picrylsulfonate). Isolated yield 90.1%. As a reaction SMILES: C1(C)C=CC(S([O-])(=O)=O)=CC=1.[OH:12][CH:13]([CH2:28][OH:29])[CH2:14][O:15][C:16]1[CH:27]=[CH:26][CH:25]=[CH:24][C:17]=1[O:18][CH2:19][CH2:20][S+:21]([CH3:23])[CH3:22].[C:30]1([S:45]([O-:48])(=[O:47])=[O:46])[C:41]([N+:42]([O-:44])=[O:43])=[CH:40][C:36]([N+:37]([O-:39])=[O:38])=[CH:35][C:31]=1[N+:32]([O-:34])=[O:33].[Na+]>O>[C:30]1([S:45]([O-:48])(=[O:46])=[O:47])[C:31]([N+:32]([O-:34])=[O:33])=[CH:35][C:36]([N+:37]([O-:39])=[O:38])=[CH:40][C:41]=1[N+:42]([O-:44])=[O:43].[OH:12][CH:13]([CH2:28][OH:29])[CH2:14][O:15][C:16]1[CH:27]=[CH:26][CH:25]=[CH:24][C:17]=1[O:18][CH2:19][CH2:20][S+:21]([CH3:23])[CH3:22] |f:0.1,2.3,5.6|. Reported procedure: Dissolved in 2 ml of water was 4.45 g of 2-{2-(2,3-dihydroxypropoxy)phenoxy}ethyldimethylsulfonium p-toluenesulfonate. To the solution was added a solution of 6.30 g of sodium picrylsulfonate in 10 ml of water. The crystals formed were filtered off and recrystallized from ethanol, giving 5.10 g of 2-{2-(2,3-dihydroxypropoxy)phenoxy}ethyldimethylsulfonium picrylsulfonate in 90.1%, M.P. 124° to 125° C. Starting materials: C(C)(C)(C)OC(NC1CCC(CC1)NC=1C=2N(C=CN1)C(=CN2)C2=NC(=CC=C2)Br)=O ({4-[3-(6-bromo-pyridin-2-yl)-imidazo[1,2-a]pyrazin-8-ylamino]-cyclohexyl}-carbamic acid tert-butyl ester), ClC1=CC=C(CN)C=C1 (4-chloro-benzylamine), CN(C)C1=CC=CC=C1C2=CC=CC=C2P(C3CCCCC3)C4CCCCC4 (Davephos), CC(C)(C)[O-].[Na+] (NaOtBu). Reagents/catalysts: C=1C=CC(=CC1)/C=C/C(=O)/C=C/C2=CC=CC=C2.C=1C=CC(=CC1)/C=C/C(=O)/C=C/C2=CC=CC=C2.C=1C=CC(=CC1)/C=C/C(=O)/C=C/C2=CC=CC=C2.[Pd].[Pd] (Pd2(dba)3). Solvent: O1CCOCC1 (dioxane). Reaction conditions: temperature 110 celsius. Product: C(C)(C)(C)OC(NC1CCC(CC1)NC=1C=2N(C=CN1)C(=CN2)C2=NC(=CC=C2)NCC2=CC=C(C=C2)Cl)=O ((4-{3-[6-(4-chloro-benzylamino)-pyridin-2-yl]-imidazo[1,2-a]pyrazin-8-ylamino}-cyclohexyl)-carbamic acid tert-butyl ester). As a reaction SMILES: [C:1]([O:5][C:6](=[O:31])[NH:7][CH:8]1[CH2:13][CH2:12][CH:11]([NH:14][C:15]2[C:16]3[N:17]([C:21]([C:24]4[CH:29]=[CH:28][CH:27]=[C:26](Br)[N:25]=4)=[CH:22][N:23]=3)[CH:18]=[CH:19][N:20]=2)[CH2:10][CH2:9]1)([CH3:4])([CH3:3])[CH3:2].[Cl:32][C:33]1[CH:40]=[CH:39][C:36]([CH2:37][NH2:38])=[CH:35][CH:34]=1.CN(C1C(C2C(P(C3CCCCC3)C3CCCCC3)=CC=CC=2)=CC=CC=1)C.CC([O-])(C)C.[Na+]>O1CCOCC1.C1C=CC(/C=C/C(/C=C/C2C=CC=CC=2)=O)=CC=1.C1C=CC(/C=C/C(/C=C/C2C=CC=CC=2)=O)=CC=1.C1C=CC(/C=C/C(/C=C/C2C=CC=CC=2)=O)=CC=1.[Pd].[Pd]>[C:1]([O:5][C:6](=[O:31])[NH:7][CH:8]1[CH2:13][CH2:12][CH:11]([NH:14][C:15]2[C:16]3[N:17]([C:21]([C:24]4[CH:29]=[CH:28][CH:27]=[C:26]([NH:38][CH2:37][C:36]5[CH:39]=[CH:40][C:33]([Cl:32])=[CH:34][CH:35]=5)[N:25]=4)=[CH:22][N:23]=3)[CH:18]=[CH:19][N:20]=2)[CH2:10][CH2:9]1)([CH3:4])([CH3:3])[CH3:2] |f:3.4,6.7.8.9.10|. Procedure: A mixture of {4-[3-(6-bromo-pyridin-2-yl)-imidazo[1,2-a]pyrazin-8-ylamino]-cyclohexyl}-carbamic acid tert-butyl ester (from Example 40 supra) (0.244 g, 0.5 mmol), 4-chloro-benzylamine (0.143 g, 1.0 mmol), Pd2(dba)3 (30 mg), Davephos (40 mg), NaOtBu (100 mg, 0.1 mmol) in dioxane (12 mL) in a sealed tube was bubbled with N2 for several minutes and then heated under N2 at 110° C. for 14 hours. The solution was then cooled to room temperature and filtered. The filtrate was concentrated under reduced... The yield is 167.5%. Reaction conditions: time 30 minute. Starting materials: [H-].[Na+] (sodium hydride), C(C1=CC=CC=C1)N1C(=NC=2N(C(NC(C12)=O)=O)C)Br (7-benzyl-8-bromo-3-methylxanthine), C(C)(=O)O[C@@H](CCCCCl)C ((R)-5-acetoxy-1-chlorohexane). Procedure details: To a stirring suspension of 7-benzyl-8-bromo-3-methylxanthine (10.06 g, 30.0 mmol) in anhydrous dimethylsulfoxide was added sodium hydride (864 mg, 36.0 mmol). After stirring at room temperature for 30 min, (R)-5-acetoxy-1-chlorohexane (5.9 g, 33.0 mmol) was added. After stirring at 70-75° C. for 12 hours, the mixture was cooled to room temperature, quenched with water (600 ml) and stirred at room temperature for 4 hours. The precipitate was filtered to provide (R)-1-(5-Acetoxyhexyl)-7-benzy)-8-... Yields the product BrC1=NC=2N(C(NC(C2N1)=O)=O)C (8-bromo-3-methylxanthine). Reaction SMILES: C([N:8]1[C:16]2[C:15](=[O:17])[NH:14][C:13](=[O:18])[N:12]([CH3:19])[C:11]=2[N:10]=[C:9]1[Br:20])C1C=CC=CC=1.[H-].[Na+].C(O[C@H](C)CCCCCl)(=O)C>CS(C)=O>[Br:20][C:9]1[NH:8][C:16]2[C:15](=[O:17])[NH:14][C:13](=[O:18])[N:12]([CH3:19])[C:11]=2[N:10]=1 |f:1.2|. Run in CS(=O)C (dimethylsulfoxide). The reactants are Cl.ClC1=CC=C(C=C1)NN (4-chlorophenylhydrazine hydrochloride), 11452h, Cl.ClC1=CC(=C(C=C1)NN)F (4-chloro-2-fluorophenylhydrazine hydrochloride), ClC1=CC=C(C=C1)N1NC=2CCCCC2C1=O (2-(4-chlorophenyl)-1,2,4,5,6,7-hexahydro-3H-indazol-3-one). The product is ClC1=CC(=C(C=C1)N1NC=2CCCCC2C1=O)F (2-(4-chloro-2-fluorophenyl)-1,2,4,5,6,7-hexahydro-3H-indazol-3-one). As a reaction SMILES: Cl.ClC1C=CC(NN)=CC=1.Cl.[Cl:12][C:13]1[CH:18]=[CH:17][C:16]([NH:19][NH2:20])=[C:15]([F:21])[CH:14]=1.ClC1C=CC(N2[C:37](=[O:38])[C:36]3[CH2:35][CH2:34][CH2:33][CH2:32][C:31]=3N2)=CC=1>>[Cl:12][C:13]1[CH:18]=[CH:17][C:16]([N:19]2[C:37](=[O:38])[C:36]3[CH2:35][CH2:34][CH2:33][CH2:32][C:31]=3[NH:20]2)=[C:15]([F:21])[CH:14]=1 |f:0.1,2.3|. Procedure: By substituting 4-chlorophenylhydrazine hydrochloride in the above procedure for 4-chloro-2-fluorophenylhydrazine hydrochloride, 2-(4-chlorophenyl)-1,2,4,5,6,7-hexahydro-3H-indazol-3-one was prepared, m.p. 183.5°-185° (Lit 186°-187°, Chem. Abs., 67, 11452h). The reactants are CN(C)C=O, CCN(C(C)C)C(C)C, Clc1cc(Cl)ncn1, Nc1cccc2[nH]ccc12. The product is Clc1cc(Nc2cccc3[nH]ccc23)ncn1. Reaction SMILES: [CH3:28][N:29]([CH3:30])[CH:31]=[O:32].[CH:19]([N:20]([CH2:21][CH3:22])[CH:23]([CH3:24])[CH3:25])([CH3:26])[CH3:27].[Cl:1][c:2]1[n:3][cH:4][n:5][c:6]([Cl:8])[cH:7]1.[NH2:9][c:10]1[c:11]2[cH:12][cH:13][nH:14][c:15]2[cH:16][cH:17][cH:18]1>>[c:2]1([NH:9][c:10]2[c:11]3[cH:12][cH:13][nH:14][c:15]3[cH:16][cH:17][cH:18]2)[n:3][cH:4][n:5][c:6]([Cl:8])[cH:7]1.